This data is from the Open Reaction Database (ORD), a public repository of structured organic reaction records. The task is: describe an organic reaction: reactants, conditions, products, and yield Starting materials: CCN(C(C)C)C(C)C (DIPEA), FC=1C(=NC2=CC=CC(=C2N1)C1=CC=2C(NCCC2N1)=O)C (2-(3-fluoro-2-methylquinoxalin-5-yl)-6,7-dihydro-1H-pyrrolo[3,2-c]pyridin-4(5H)-one), Cl.Cl.CC(CN1CCOCC1)(C)N (2-methyl-1-morpholinopropan-2-amine dihydrochloride), 20060035903 A1. The solvent is CS(=O)C (DMSO), CCOC(=O)C (EtOAc). Conditions: temperature 160 celsius. Product: CC(CN1CCOCC1)(C)NC=1C(=NC2=CC=CC(=C2N1)C1=CC=2C(NCCC2N1)=O)C (2-(3-((1,1-dimethyl-2-(4-morpholinyl)ethyl)amino)-2-methyl-5-quinoxalinyl)-1,5,6,7-tetrahydro-4H-pyrrolo[3,2-c]pyridin-4-one). The yield is 29.0%. Reaction SMILES: F[C:2]1[C:3]([CH3:22])=[N:4][C:5]2[C:10]([N:11]=1)=[C:9]([C:12]1[NH:20][C:19]3[CH2:18][CH2:17][NH:16][C:15](=[O:21])[C:14]=3[CH:13]=1)[CH:8]=[CH:7][CH:6]=2.Cl.Cl.[CH3:25][C:26]([NH2:35])([CH3:34])[CH2:27][N:28]1[CH2:33][CH2:32][O:31][CH2:30][CH2:29]1.CCN(C(C)C)C(C)C>CS(C)=O.CCOC(C)=O>[CH3:34][C:26]([NH:35][C:2]1[C:3]([CH3:22])=[N:4][C:5]2[C:10]([N:11]=1)=[C:9]([C:12]1[NH:20][C:19]3[CH2:18][CH2:17][NH:16][C:15](=[O:21])[C:14]=3[CH:13]=1)[CH:8]=[CH:7][CH:6]=2)([CH3:25])[CH2:27][N:28]1[CH2:29][CH2:30][O:31][CH2:32][CH2:33]1 |f:1.2.3|. Reported procedure: A mixture of 2-(3-fluoro-2-methylquinoxalin-5-yl)-6,7-dihydro-1H-pyrrolo[3,2-c]pyridin-4(5H)-one (40 mg, 0.13 mmol), 2-methyl-1-morpholinopropan-2-amine dihydrochloride [prepared according to the procedures reported in US 20060035903 A1 (2006)] (62 mg, 0.27 mmol) and DIPEA (0.14 mL, 0.81 mmol) in DMSO (2 mL) in a sealed glass tube was heated at 160° C. in a microwave for 45 min. It was diluted with 50 mL of EtOAc, washed with 5 mL of sat. NaHCO3 followed by 5 mL of brine. The organic solution wa... The product is FC1=C(C=CC(=C1)[N+](=O)[O-])NC1=C(C#N)C=CC=C1 (2-(2-Fluoro-4-nitrophenylamino)-benzonitrile). RXN SMILES: [H-].[Na+].[NH2:3][C:4]1[CH:11]=[CH:10][CH:9]=[CH:8][C:5]=1[C:6]#[N:7].[F:12][C:13]1[CH:14]=[C:15]([N+:19]([O-:21])=[O:20])[CH:16]=[CH:17][CH:18]=1.Cl>CN(C)C=O.O>[F:12][C:13]1[CH:14]=[C:15]([N+:19]([O-:21])=[O:20])[CH:16]=[CH:17][C:18]=1[NH:3][C:4]1[CH:11]=[CH:10][CH:9]=[CH:8][C:5]=1[C:6]#[N:7] |f:0.1|. Solvent: CN(C=O)C (dimethylformamide), O (water). Starting materials: Cl (hydrochloric acid), [H-].[Na+] (sodium hydride), NC1=C(C#N)C=CC=C1 (2-aminobenzonitrile), FC=1C=C(C=CC1)[N+](=O)[O-] (3-fluoronitrobenzene). Procedure details: 21.8 g (0.5 mol) of sodium hydride were added in portions to a solution of 59 g (0.5 mol) of 2-aminobenzonitrile and 53.2 ml (0.5 mol) of 3-fluoronitrobenzene in absolute dimethylformamide, whereby the reaction mixture warmed up to 80° C., with a change in colour from dark green to dark red. After the mixture had been cooled to room temperature, it was diluted with water and acidified with 2N hydrochloric acid, and the precipitate formed was filtered off. The precipitate was purified by chromato... Run at temperature 80 celsius. Starting materials: CCOC(=O)CCc1ccc(C2CCCC2)c(C)c1, O=C1CCC(=O)N1Br. The product is CCOC(=O)CCc1cc(C)c(C2CCCC2)c(Br)c1. Reaction SMILES: [CH:1]1([c:6]2[c:7]([CH3:19])[cH:8][c:9]([CH2:12][CH2:13][C:14](=[O:15])[O:16][CH2:17][CH3:18])[cH:10][cH:11]2)[CH2:2][CH2:3][CH2:4][CH2:5]1.[O:20]=[C:21]1[N:22]([Br:27])[C:23](=[O:24])[CH2:25][CH2:26]1>>[CH:1]1([c:6]2[c:7]([CH3:19])[cH:8][c:9]([CH2:12][CH2:13][C:14](=[O:15])[O:16][CH2:17][CH3:18])[cH:10][c:11]2[Br:27])[CH2:2][CH2:3][CH2:4][CH2:5]1. As a reaction SMILES: [Ag+:73].[CH3:48][Cl:49].[CH:50]1([CH3:60])[CH2:51][CH:52]([Br:59])[CH:53]([CH:56]([CH3:57])[CH3:58])[CH2:54][CH2:55]1.[CH:61]1([CH3:62])[CH2:63][CH2:64][CH:65]([CH:66]([CH3:67])[CH3:68])[CH:69]([I:70])[CH2:71]1.[K+:35].[Li+:47].[NH2:12][c:13]1[cH:14][c:15]([OH:16])[c:17]([C:20]([O-:21])=[O:22])[cH:18][cH:19]1.[NH2:1][c:2]1[cH:3][c:4]([OH:11])[c:5]([C:6](=[O:7])[OH:8])[cH:9][cH:10]1.[NH2:24][c:25]1[cH:26][c:27]([OH:28])[c:29]([C:32]([O-:33])=[O:34])[cH:30][cH:31]1.[NH2:36][c:37]1[cH:38][c:39]([OH:40])[c:41]([C:44]([O-:45])=[O:46])[cH:42][cH:43]1.[Na+:23].[OH-:72]>>[NH2:1][c:2]1[cH:3][c:4]([OH:11])[c:5]([C:6]([O:7][CH:52]2[CH2:51][CH:50]([CH3:60])[CH2:55][CH2:54][CH:53]2[CH:56]([CH3:57])[CH3:58])=[O:8])[cH:9][cH:10]1. Starting materials: [Ag+], CCl, CC1CCC(C(C)C)C(Br)C1, CC1CCC(C(C)C)C(I)C1, [K+], [Li+], Nc1ccc(C(=O)[O-])c(O)c1, Nc1ccc(C(=O)O)c(O)c1, Nc1ccc(C(=O)[O-])c(O)c1, Nc1ccc(C(=O)[O-])c(O)c1, [Na+], [OH-]. The product is CC1CCC(C(C)C)C(OC(=O)c2ccc(N)cc2O)C1. Starting materials: C(C)(C)(C)OC(=O)N1[C@@H]([C@H](CC1)O[Si](C)(C)C(C)(C)C)C=O ((2S,3S)-N-tert-Butyloxycarbonyl-3-(tert-butyldimethylsilanyloxy)-2-formylpyrrolidine), C[Mg+].[Br-] (MeMgBr), CCOC(=O)C.CCCCCC (EtOAc hexane). The solvent is C1CCOC1 (THF). Conditions: temperature -78 celsius, time 3 hour. The product is C(C)(C)(C)OC(=O)N1[C@H]([C@H](CC1)O[Si](C)(C)C(C)(C)C)[C@H](C)O ((2S,3S)-N-tert-Butyloxycarbonyl-3-(tert-butyldimethylsilanyloxy)-2-((1S)-1-hydroxyethyl)pyrrolidine), C(C)(C)(C)OC(=O)N1[C@H]([C@H](CC1)O[Si](C)(C)C(C)(C)C)[C@@H](C)O ((2S,3S)-N-tert-Butyloxycarbonyl-3-(tert-butyldimethylsilanyloxy)-2-((1R)-1-hydroxyethyl)pyrrolidine). As a reaction SMILES: [C:1]([O:5][C:6]([N:8]1[CH2:12][CH2:11][C@H:10]([O:13][Si:14]([C:17]([CH3:20])([CH3:19])[CH3:18])([CH3:16])[CH3:15])[C@H:9]1[CH:21]=[O:22])=[O:7])([CH3:4])([CH3:3])[CH3:2].C[Mg+].[Br-].[CH3:26]COC(C)=O.[CH3:32]CCCCC>C1COCC1>[C:1]([O:5][C:6]([N:8]1[CH2:12][CH2:11][C@H:10]([O:13][Si:14]([C:17]([CH3:20])([CH3:19])[CH3:18])([CH3:16])[CH3:15])[C@@H:9]1[C@@H:21]([OH:22])[CH3:26])=[O:7])([CH3:4])([CH3:3])[CH3:2].[C:1]([O:5][C:6]([N:8]1[CH2:12][CH2:11][C@H:10]([O:13][Si:14]([C:17]([CH3:20])([CH3:19])[CH3:18])([CH3:16])[CH3:15])[C@@H:9]1[C@H:21]([OH:22])[CH3:32])=[O:7])([CH3:4])([CH3:3])[CH3:2] |f:1.2,3.4|. Procedure details: To a solution of intermediate (2S,3S)-N-tert-Butyloxycarbonyl-3-(tert-butyldimethylsilanyloxy)-2-formylpyrrolidine (4.7 g, 14.26 mmol) in THF (70 mL) at −78° C. was added dropwise MeMgBr (3.0 M in THF, 23.8 mmol). The reaction was stirred at −78° C. for 3 h and TLC (20% EtOAc/hexane) showed complete reaction. The reaction was quenched by the addition of HOAc (5.0 mL) at −78° C., warmed to rt and diluted with EtOAc (20 mL). The organic layer was separated and the aqueous layer was extracted with ...